This data is from the Open Reaction Database (ORD), a public repository of structured organic reaction records. The task is: describe an organic reaction: reactants, conditions, products, and yield Starting materials: CC(C)(C)[Si](C)(C)OCCCc1nccc2c(Br)cccc12, [C-]#N, [C-]#N, CN(C)C=O, CCOC(C)=O, [Zn+2], c1ccc(P(c2ccccc2)(c2ccccc2)[Pd](P(c2ccccc2)(c2ccccc2)c2ccccc2)(P(c2ccccc2)(c2ccccc2)c2ccccc2)P(c2ccccc2)(c2ccccc2)c2ccccc2)cc1. Product: CC(C)(C)[Si](C)(C)OCCCc1nccc2c(C#N)cccc12. RXN SMILES: [Br:1][c:2]1[c:3]2[cH:4][cH:5][n:6][c:7]([CH2:12][CH2:13][CH2:14][O:15][Si:16]([CH3:17])([CH3:18])[C:19]([CH3:20])([CH3:21])[CH3:22])[c:8]2[cH:9][cH:10][cH:11]1.[C-:34]#[N:35].[C-:37]#[N:38].[CH3:23][N:24]([CH3:25])[CH:26]=[O:27].[CH3:28][CH2:29][O:30][C:31](=[O:32])[CH3:33].[Zn+2:36].[cH:39]1[cH:40][cH:41][c:42]([P:43]([Pd:44]([P:45]([c:46]2[cH:47][cH:48][cH:49][cH:50][cH:51]2)([c:52]2[cH:53][cH:54][cH:55][cH:56][cH:57]2)[c:58]2[cH:59][cH:60][cH:61][cH:62][cH:63]2)([P:64]([c:65]2[cH:66][cH:67][cH:68][cH:69][cH:70]2)([c:71]2[cH:72][cH:73][cH:74][cH:75][cH:76]2)[c:77]2[cH:78][cH:79][cH:80][cH:81][cH:82]2)[P:83]([c:84]2[cH:85][cH:86][cH:87][cH:88][cH:89]2)([c:90]2[cH:91][cH:92][cH:93][cH:94][cH:95]2)[c:96]2[cH:97][cH:98][cH:99][cH:100][cH:101]2)([c:102]2[cH:103][cH:104][cH:105][cH:106][cH:107]2)[c:108]2[cH:109][cH:110][cH:111][cH:112][cH:113]2)[cH:114][cH:115]1>>[c:2]1([C:23]#[N:24])[c:3]2[cH:4][cH:5][n:6][c:7]([CH2:12][CH2:13][CH2:14][O:15][Si:16]([CH3:17])([CH3:18])[C:19]([CH3:20])([CH3:21])[CH3:22])[c:8]2[cH:9][cH:10][cH:11]1. Reactants: O=C1CCC(O)(c2nc3ccc(Br)cc3s2)CC1, O=C(CNC(=O)c1cccc(C(F)(F)F)c1)NC1CNC1. The product is O=C(CNC(=O)c1cccc(C(F)(F)F)c1)NC1CN(C2CCC(O)(c3nc4ccc(Br)cc4s3)CC2)C1. As a reaction SMILES: [Br:1][c:2]1[cH:3][c:4]2[c:5]([n:6][c:7]([C:9]3([OH:16])[CH2:10][CH2:11][C:12](=[O:15])[CH2:13][CH2:14]3)[s:8]2)[cH:17][cH:18]1.[NH:19]1[CH2:20][CH:21]([NH:23][C:24](=[O:25])[CH2:26][NH:27][C:28]([c:29]2[cH:30][c:31]([C:35]([F:36])([F:37])[F:38])[cH:32][cH:33][cH:34]2)=[O:39])[CH2:22]1>>[Br:1][c:2]1[cH:3][c:4]2[c:5]([n:6][c:7]([C:9]3([OH:16])[CH2:10][CH2:11][CH:12]([N:19]4[CH2:20][CH:21]([NH:23][C:24](=[O:25])[CH2:26][NH:27][C:28]([c:29]5[cH:30][c:31]([C:35]([F:36])([F:37])[F:38])[cH:32][cH:33][cH:34]5)=[O:39])[CH2:22]4)[CH2:13][CH2:14]3)[s:8]2)[cH:17][cH:18]1.